Dataset: the Open Reaction Database (ORD), a public repository of structured organic reaction records. Task: describe an organic reaction: reactants, conditions, products, and yield Starting materials: ice, COC(=O)C1=CC(CC1C(N[C@]1([C@@H](C1)C=C)C(=O)OC(C)(C)C)=O)O (5-((1R,2S)-1-tert-Butoxycarbonyl-2-vinyl-cyclopropylcarbamoyl)-3-hydroxy-cyclopent-1-enecarboxylic acid methyl ester), COC1=CC=C2C(=CC(=NC2=C1)C1=CC=CC=C1)O (7-methoxy-2-phenyl-quinolin-4-ol), C1(=CC=CC=C1)P(C1=CC=CC=C1)C1=CC=CC=C1 (triphenylphosphine), CC(C)OC(=O)/N=N/C(=O)OC(C)C (DIAD). Solvent: C1CCOC1 (THF), C1CCOC1 (THF). Product: COC(=O)C1=CC(CC1C(N[C@]1([C@@H](C1)C=C)C(=O)OC(C)(C)C)=O)OC1=CC(=NC2=CC(=CC=C12)OC)C1=CC=CC=C1 (5-((1R,2S)-1-tert-Butoxycarbonyl-2-vinyl-cyclopropylcarbamoyl)-3-(7-methoxy-2-phenyl-quinolin-4-yloxy)-cyclopent-1-enecarboxylic acid methyl ester). RXN SMILES: [CH3:1][O:2][C:3]([C:5]1[CH:9]([C:10](=[O:24])[NH:11][C@:12]2([C:17]([O:19][C:20]([CH3:23])([CH3:22])[CH3:21])=[O:18])[CH2:14][C@H:13]2[CH:15]=[CH2:16])[CH2:8][CH:7]([OH:25])[CH:6]=1)=[O:4].[CH3:26][O:27][C:28]1[CH:37]=[C:36]2[C:31]([C:32](O)=[CH:33][C:34]([C:38]3[CH:43]=[CH:42][CH:41]=[CH:40][CH:39]=3)=[N:35]2)=[CH:30][CH:29]=1.C1(P(C2C=CC=CC=2)C2C=CC=CC=2)C=CC=CC=1.CC(OC(/N=N/C(OC(C)C)=O)=O)C>C1COCC1>[CH3:1][O:2][C:3]([C:5]1[CH:9]([C:10](=[O:24])[NH:11][C@:12]2([C:17]([O:19][C:20]([CH3:21])([CH3:23])[CH3:22])=[O:18])[CH2:14][C@H:13]2[CH:15]=[CH2:16])[CH2:8][CH:7]([O:25][C:32]2[C:31]3[C:36](=[CH:37][C:28]([O:27][CH3:26])=[CH:29][CH:30]=3)[N:35]=[C:34]([C:38]3[CH:39]=[CH:40][CH:41]=[CH:42][CH:43]=3)[CH:33]=2)[CH:6]=1)=[O:4]. Reported procedure: To an ice cooled solution of 29 (41 mg, 116 mmol) in dry THF, 7-methoxy-2-phenyl-quinolin-4-ol (150 mmol) and triphenylphosphine (150 mmol) were added. Then DIAD (160 mmol) was dissolved in THF (2 mL) and added dropwise to the solution. After one hour the mixture was concentrated and purified using flash chromatography (toluene/ethyl acetate 3:1). This gave the title compound as a yellow oil. Starting materials: [N+](=O)([O-])C=1C=C(C=CCCl)C=CC1 (3-nitro-cinnamyl chloride), NC=1SC=2CCNCCC2N1 (2-amino-4,5,7,8-tetrahydro-6H- thiazolo[5,4-d]azepine), CCOCC (ether). Run in C(Cl)(Cl)Cl (chloroform). Yields the product NC=1SC=2CCN(CCC2N1)CC=CC1=CC(=CC=C1)[N+](=O)[O-] (2-Amino-6-(3-(3-nitro-phenyl)allyl)-4,5,7,8-tetrahydro-6H-thiazolo[5,4-d]azepine). The yield is 56.0%. As a reaction SMILES: [N+:1]([C:4]1[CH:5]=[C:6]([CH:11]=[CH:12][CH:13]=1)[CH:7]=[CH:8][CH2:9]Cl)([O-:3])=[O:2].[NH2:14][C:15]1[S:16][C:17]2[CH2:18][CH2:19][NH:20][CH2:21][CH2:22][C:23]=2[N:24]=1.CCOCC>C(Cl)(Cl)Cl>[NH2:14][C:15]1[S:16][C:17]2[CH2:18][CH2:19][N:20]([CH2:9][CH:8]=[CH:7][C:6]3[CH:11]=[CH:12][CH:13]=[C:4]([N+:1]([O-:3])=[O:2])[CH:5]=3)[CH2:21][CH2:22][C:23]=2[N:24]=1. Reported procedure: Prepared from 3-nitro-cinnamyl chloride and 2 equivalents of 2-amino-4,5,7,8-tetrahydro-6H- thiazolo[5,4-d]azepine in chloroform. Yield: 56% of theory, Melting point: 165°-168° C. (ether).